Dataset: the Open Reaction Database (ORD), a public repository of structured organic reaction records. Task: describe an organic reaction: reactants, conditions, products, and yield Starting materials: C(CCC)C=1N(C(N(N1)C1=C(C=CC=C1)C(F)(F)F)=O)CC1=CC=C(C=C1)C1=C(C=CC=C1)S(N)(=O)=O (5-n-Butyl-2,4-dihydro-4-[(2'-sulfamoylbiphenyl-4-yl)methyl]-2-[2-(trifluoromethyl)phenyl]-3H-1,2,4-triazol-3-one), FC1=CC=C(C(=O)Cl)C=C1 (4-fluorobenzoyl chloride). Product: C(CCC)C=1N(C(N(N1)C1=C(C=CC=C1)C(F)(F)F)=O)CC1=CC=C(C=C1)C1=C(C=CC=C1)S(NC(C1=CC=C(C=C1)F)=O)(=O)=O (5-n-Butyl-2,4-dihydro-4-[[2'-[N-(4-fluorobenzoyl)sulfamoyl]biphenyl-4-yl]methyl]-2-[2-(trifluoromethyl)phenyl]-3H-1,2,4-triazol-3-one), material. Isolated yield 93.0%. Reaction SMILES: [CH2:1]([C:5]1[N:6]([CH2:21][C:22]2[CH:27]=[CH:26][C:25]([C:28]3[CH:33]=[CH:32][CH:31]=[CH:30][C:29]=3[S:34](=[O:37])(=[O:36])[NH2:35])=[CH:24][CH:23]=2)[C:7](=[O:20])[N:8]([C:10]2[CH:15]=[CH:14][CH:13]=[CH:12][C:11]=2[C:16]([F:19])([F:18])[F:17])[N:9]=1)[CH2:2][CH2:3][CH3:4].[F:38][C:39]1[CH:47]=[CH:46][C:42]([C:43](Cl)=[O:44])=[CH:41][CH:40]=1>>[CH2:1]([C:5]1[N:6]([CH2:21][C:22]2[CH:27]=[CH:26][C:25]([C:28]3[CH:33]=[CH:32][CH:31]=[CH:30][C:29]=3[S:34](=[O:37])(=[O:36])[NH:35][C:43](=[O:44])[C:42]3[CH:46]=[CH:47][C:39]([F:38])=[CH:40][CH:41]=3)=[CH:24][CH:23]=2)[C:7](=[O:20])[N:8]([C:10]2[CH:15]=[CH:14][CH:13]=[CH:12][C:11]=2[C:16]([F:19])([F:18])[F:17])[N:9]=1)[CH2:2][CH2:3][CH3:4]. Procedure: The title compound was prepared in 93% yield by reaction of 5-n-butyl-2,4-dihydro-4-[(2'-sulfamoylbiphenyl-4-yl)methyl]-2-[2-(trifluoromethyl)phenyl]-3H-1,2,4-triazol-3-one (from Example 16, Step C) with 4-fluorobenzoyl chloride according to the procedure of Example 13, Step C. Column chromatography on silica gel (gradient elution with 0.5-5% MeOH in CH2Cl2) provided the material as cream-colored crystals, mp 120°-122° C.; satisfactory purity by TLC in 9:1 CH2Cl2 --MeOH; mass spectrum (FAB) m/e ... Starting materials: C(CC)N(C=1CSC2=C(C1)C(=CC=C2)O)CCC (3-Dipropylamino-5-hydroxybenzothiopyran), CN(C=O)C.CO (dimethylformamide methanol). The product is C(CC)N(C1CSC2=CC=CC(=C2C1)C(=O)OC)CCC (3-Dipropylamino-5-methyloxycarbonylthiochroman). As a reaction SMILES: [CH2:1]([N:4]([CH2:16][CH2:17][CH3:18])[C:5]1[CH2:6][S:7][C:8]2[CH:14]=[CH:13][CH:12]=[C:11](O)[C:9]=2[CH:10]=1)[CH2:2][CH3:3].CN(C)[CH:21]=[O:22].[CH3:24][OH:25]>>[CH2:1]([N:4]([CH2:16][CH2:17][CH3:18])[CH:5]1[CH2:10][C:9]2[C:8](=[CH:14][CH:13]=[CH:12][C:11]=2[C:24]([O:22][CH3:21])=[O:25])[S:7][CH2:6]1)[CH2:2][CH3:3] |f:1.2|. Procedure details: 3-Dipropylamino-5-hydroxybenzothiopyran (EP 0222 996; 620 mg, 1.6 mmol) was dissolved in 11 mL of dimethylformamide/methanol (6:2) and the solution was degassed (10mm, 22° C., 15 min). Pd(OAc)2 (11 mg) 1,3-bis-diphenyl-phosphinopropane (19 mg), and triethylamine (0.48 mL, 0.35 g) were added to the reaction mixture.